This data is from the Open Reaction Database (ORD), a public repository of structured organic reaction records. The task is: describe an organic reaction: reactants, conditions, products, and yield Starting materials: Cc1ccc2cccc(NC(=O)OC(C)(C)C)c2n1, CS(=O)(=O)OCc1c(Cl)ccc([N+](=O)[O-])c1Cl, CN(C)C=O, [H-], [Na+]. Product: Cc1ccc2cccc(N(Cc3c(Cl)ccc([N+](=O)[O-])c3Cl)C(=O)OC(C)(C)C)c2n1. RXN SMILES: [C:1]([CH3:2])([CH3:3])([CH3:4])[O:5][C:6](=[O:7])[NH:8][c:9]1[cH:10][cH:11][cH:12][c:13]2[cH:14][cH:15][c:16]([CH3:19])[n:17][c:18]12.[CH3:22][S:23]([O:24][CH2:27][c:28]1[c:29]([Cl:38])[c:30]([N+:35](=[O:36])[O-:37])[cH:31][cH:32][c:33]1[Cl:34])(=[O:25])=[O:26].[CH3:39][N:40]([CH3:41])[CH:42]=[O:43].[H-:20].[Na+:21]>>[C:1]([CH3:2])([CH3:3])([CH3:4])[O:5][C:6](=[O:7])[N:8]([c:9]1[cH:10][cH:11][cH:12][c:13]2[cH:14][cH:15][c:16]([CH3:19])[n:17][c:18]12)[CH2:27][c:28]1[c:29]([Cl:38])[c:30]([N+:35](=[O:36])[O-:37])[cH:31][cH:32][c:33]1[Cl:34]. Reactants: COC(C=CC=CCS(=O)(=O)C1=CC=CC=C1)=O (6-benzenesulfonyl-hexa-2,4-dienoic acid methyl ester), [OH-].[Na+] (sodium hydroxide). Solvent: CO (methanol). Run at temperature 20 celsius. The product is C1(=CC=CC=C1)S(=O)(=O)CC=CC=CC(=O)O (6-Benzenesulfonyl-hexa-2,4-dienoic acid). Yield: 88.4%. Reaction SMILES: C[O:2][C:3](=[O:18])[CH:4]=[CH:5][CH:6]=[CH:7][CH2:8][S:9]([C:12]1[CH:17]=[CH:16][CH:15]=[CH:14][CH:13]=1)(=[O:11])=[O:10].[OH-].[Na+]>CO>[C:12]1([S:9]([CH2:8][CH:7]=[CH:6][CH:5]=[CH:4][C:3]([OH:18])=[O:2])(=[O:11])=[O:10])[CH:13]=[CH:14][CH:15]=[CH:16][CH:17]=1 |f:1.2|. Procedure details: To a solution of the 6-benzenesulfonyl-hexa-2,4-dienoic acid methyl ester (0.70 g, 2.60 mmol) in methanol (8 mL) were added a aqueous sodium hydroxide 1M, 6.0 mL, 6 mmol) and distilled water (20 mL). After stirring at reflux for 1 hour, the mixture was allowed to cool to 20° C. and was concentrated under reduced pressure. The aqueous solution was washed with diethyl ether (50 mL) and then poured onto a mixture of ethyl acetate (50 mL) and hydrochloric acid (2M, 5 mL) at 0° C. The organic layer w... Starting materials: C#CCCCOS(C)(=O)=O, CCC(C)=O, ClCCl, [K+], [K+], O=C([O-])[O-], O, c1c[nH]cn1. Yields the product C#CCCCn1ccnc1. Reaction SMILES: [CH3:1][S:2]([O:3][CH2:6][CH2:7][CH2:8][C:9]#[CH:10])(=[O:4])=[O:5].[CH3:25][C:26](=[O:27])[CH2:28][CH3:29].[Cl:22][CH2:23][Cl:24].[K+:16].[K+:17].[O-:18][C:19]([O-:20])=[O:21].[OH2:30].[nH:11]1[cH:12][n:13][cH:14][cH:15]1>>[CH2:6]([CH2:7][CH2:8][C:9]#[CH:10])[n:11]1[cH:12][n:13][cH:14][cH:15]1. Starting materials: BrC1=C(C=CC=C1)S(=O)(=O)CC1=NC(=NO1)C1CC1 (5-(((2-bromophenyl)sulfonyl)methyl)-3-cyclopropyl-1,2,4-oxadiazole), FC1=C(C=CC(=C1)B1OC(C(O1)(C)C)(C)C)C=1C=NC(=NC1)N (5-(2-fluoro-4-(4,4,5,5-tetramethyl-1,3,2-dioxaborolan-2-yl)phenyl)-pyrimidin-2-amine). The product is C1(CC1)C1=NOC(=N1)CS(=O)(=O)C1=C(C=CC=C1)C1=CC(=C(C=C1)C=1C=NC(=NC1)N)F (5-(2′-{[(3-Cyclopropyl-1,2,4-oxadiazol-5-yl)methyl]sulfonyl}-3-fluorobiphenyl-4-yl)pyrimidin-2-amine). RXN SMILES: Br[C:2]1[CH:7]=[CH:6][CH:5]=[CH:4][C:3]=1[S:8]([CH2:11][C:12]1[O:16][N:15]=[C:14]([CH:17]2[CH2:19][CH2:18]2)[N:13]=1)(=[O:10])=[O:9].[F:20][C:21]1[CH:26]=[C:25](B2OC(C)(C)C(C)(C)O2)[CH:24]=[CH:23][C:22]=1[C:36]1[CH:37]=[N:38][C:39]([NH2:42])=[N:40][CH:41]=1>>[CH:17]1([C:14]2[N:13]=[C:12]([CH2:11][S:8]([C:3]3[CH:4]=[CH:5][CH:6]=[CH:7][C:2]=3[C:25]3[CH:24]=[CH:23][C:22]([C:36]4[CH:41]=[N:40][C:39]([NH2:42])=[N:38][CH:37]=4)=[C:21]([F:20])[CH:26]=3)(=[O:10])=[O:9])[O:16][N:15]=2)[CH2:19][CH2:18]1. Procedure: The title compound was prepared in a manner similar to that described in Example 88 using 5-(((2-bromophenyl)sulfonyl)methyl)-3-cyclopropyl-1,2,4-oxadiazole and 5-(2-fluoro-4-(4,4,5,5-tetramethyl-1,3,2-dioxaborolan-2-yl)phenyl)-pyrimidin-2-amine. MS (ESI): mass calcd. for C22H18FN5O3S, 451.11; m/z found, 452.1 [M+H]+. 1H NMR (500 MHz, CD3OD) δ 8.56 (s, 1H), 7.98-7.94 (m, 1H), 7.85-7.77 (dd, J=8.2, 6.9, 1H), 7.67-7.61 (m, 1H), 7.61-7.57 (m, 1H), 7.52-7.46 (d, J=7.6, 1H), 7.39-7.35 (dd, J=7.9, 1.6... Yields the product COC(=O)c1ccc2cc(C(=O)O)sc2c1. The reactants are C1CCOC1, COC(=O)c1ccc2cc(C(=O)OC)sc2c1, CO, ClCCl, [Na+], [OH-], O=C(O)CC(O)(CC(=O)O)C(=O)O. RXN SMILES: [CH2:33]1[O:34][CH2:35][CH2:36][CH2:37]1.[CH3:1][O:2][C:3](=[O:4])[c:5]1[cH:6][c:7]2[c:8]([s:9]1)[cH:10][c:11]([C:14](=[O:15])[O:16][CH3:17])[cH:12][cH:13]2.[CH3:38][OH:39].[Cl:40][CH2:41][Cl:42].[Na+:19].[OH-:18].[OH:20][C:21]([CH2:22][C:23]([C:24](=[O:25])[OH:26])([CH2:27][C:28](=[O:29])[OH:30])[OH:31])=[O:32]>>[O:2]=[C:3]([OH:4])[c:5]1[cH:6][c:7]2[c:8]([s:9]1)[cH:10][c:11]([C:14](=[O:15])[O:16][CH3:17])[cH:12][cH:13]2. Reactants: N[C@@H]1[C@@H](CCCC1)NC(C1=C(C=C(C=C1C(F)(F)F)C(F)(F)F)OC)=O (cis-N-(2-Amino-cyclohexyl)-2-methoxy-4,6-bis-trifluoromethyl-benzamide), N[C@@H]1[C@@H](CCCC1)NC(C1=C(C=C(C=C1C(F)(F)F)C(F)(F)F)OC)=O (cis-N-(2-Amino-cyclohexyl)-2-methoxy-4,6-bis-trifluoromethyl-benzamide), BrC(C)CCC(C)Br (2,5-dibromohexane). Product: CC1N(C(CC1)C)C1C(CCCC1)NC(C1=C(C=C(C=C1C(F)(F)F)C(F)(F)F)OC)=O (N-[(1RS,2SR)-2-(2,5-Dimethyl-pyrrolidin-1-yl)-cyclohexyl]-2-methoxy-4,6-bis-trifluoromethyl-benzamide). RXN SMILES: [NH2:1][C@H:2]1[CH2:7][CH2:6][CH2:5][CH2:4][C@H:3]1[NH:8][C:9](=[O:26])[C:10]1[C:15]([C:16]([F:19])([F:18])[F:17])=[CH:14][C:13]([C:20]([F:23])([F:22])[F:21])=[CH:12][C:11]=1[O:24][CH3:25].Br[CH:28]([CH2:30][CH2:31][CH:32](Br)[CH3:33])[CH3:29]>>[CH3:33][CH:32]1[CH2:31][CH2:30][CH:28]([CH3:29])[N:1]1[CH:2]1[CH2:7][CH2:6][CH2:5][CH2:4][CH:3]1[NH:8][C:9](=[O:26])[C:10]1[C:15]([C:16]([F:19])([F:18])[F:17])=[CH:14][C:13]([C:20]([F:21])([F:22])[F:23])=[CH:12][C:11]=1[O:24][CH3:25]. Reported procedure: The title compound, MS: m/e=467.3 [(M+H)+], was prepared in accordance with the general method of example 10 from cis-N-(2-amino-cyclohexyl)-2-methoxy-4,6-bis-trifluoromethyl-benzamide (intermediate H) and 2,5-dibromohexane. The 3 diastereomers were not separated. The reactants are CN1C(=NC=C(C1=O)C1=NC(=C(C=C1)OC1=CC(=NC=C1)C=1C=NN(C1)C)C)SC (3-methyl-5-(6-methyl-5-((2-(1-methyl-1H-pyrazol-4-yl)pyridin-4-yl)oxy)pyridin-2-yl)-2-(methylthio)pyrimidin-4(3H)-one), N1CCCC1 (pyrrolidine). Yields the product CN1C(=NC=C(C1=O)C1=NC(=C(C=C1)OC1=CC(=NC=C1)C=1C=NN(C1)C)C)N1CCCC1 (3-methyl-5-(6-methyl-5-((2-(1-methyl-1H-pyrazol-4-yl)pyridin-4-yl)oxy)pyridin-2-yl)-2-(pyrrolidin-1-yl)pyrimidin-4(3H)-one). Yield: 67.5%. As a reaction SMILES: [CH3:1][N:2]1[C:7](=[O:8])[C:6]([C:9]2[CH:14]=[CH:13][C:12]([O:15][C:16]3[CH:21]=[CH:20][N:19]=[C:18]([C:22]4[CH:23]=[N:24][N:25]([CH3:27])[CH:26]=4)[CH:17]=3)=[C:11]([CH3:28])[N:10]=2)=[CH:5][N:4]=[C:3]1SC.[NH:31]1[CH2:35][CH2:34][CH2:33][CH2:32]1>>[CH3:1][N:2]1[C:7](=[O:8])[C:6]([C:9]2[CH:14]=[CH:13][C:12]([O:15][C:16]3[CH:21]=[CH:20][N:19]=[C:18]([C:22]4[CH:23]=[N:24][N:25]([CH3:27])[CH:26]=4)[CH:17]=3)=[C:11]([CH3:28])[N:10]=2)=[CH:5][N:4]=[C:3]1[N:31]1[CH2:35][CH2:34][CH2:33][CH2:32]1. Procedure details: A solution of Example C3 (0.087 g, 0.207 mmol) in pyrrolidine (1.75 mL, 21.31 mmol) was heated at 100° C. in a sealed vessel overnight, cooled to RT, concentrated to dryness and purified via silica gel chromatography (EtOAc, MeOH/DCM). The material was treated with MeCN, sonicated and the resulting solid collected via filtration and dried to afford 3-methyl-5-(6-methyl-5-((2-(1-methyl-1H-pyrazol-4-yl)pyridin-4-yl)oxy)pyridin-2-yl)-2-(pyrrolidin-1-yl)pyrimidin-4(3H)-one (62 mg, 67%). 1H NMR (400 ... Reactants: ClC=1C=C(C=CC1Cl)CC(=O)N1C(CNCC1)CN1CCCC1 (1-[(3,4-dichlorophenyl)acetyl]-2-(1-pyrrolidinylmethyl) piperazine), [O-]C#N.[Na+] (sodium cyanate). Solvent: C(C)(=O)O (acetic acid), O (water), O (water). Run at time 2 hour. The product is ClC=1C=C(C=CC1Cl)CC(=O)N1C(CN(CC1)C(=O)N)CN1CCCC1 (4-[(3,4-Dichlorophenyl)acetyl]-3-(1-pyrrolidinylmethyl)-1-piperazinecarboxamide). Isolated yield 91.9%. Reaction SMILES: [Cl:1][C:2]1[CH:3]=[C:4]([CH2:9][C:10]([N:12]2[CH2:17][CH2:16][NH:15][CH2:14][CH:13]2[CH2:18][N:19]2[CH2:23][CH2:22][CH2:21][CH2:20]2)=[O:11])[CH:5]=[CH:6][C:7]=1[Cl:8].[O-:24][C:25]#[N:26].[Na+]>C(O)(=O)C.O>[Cl:1][C:2]1[CH:3]=[C:4]([CH2:9][C:10]([N:12]2[CH2:17][CH2:16][N:15]([C:25]([NH2:26])=[O:24])[CH2:14][CH:13]2[CH2:18][N:19]2[CH2:23][CH2:22][CH2:21][CH2:20]2)=[O:11])[CH:5]=[CH:6][C:7]=1[Cl:8] |f:1.2|. Procedure details: A solution of 1-[(3,4-dichlorophenyl)acetyl]-2-(1-pyrrolidinylmethyl) piperazine (200 mg) in acetic acid (0.5 ml) and water (1 ml) was treated with a solution of sodium cyanate (73 mg) in water (0.5 ml). The resulting solution was stirred at room temperature for 2 h. The solvent was removed in vacuo, the residue was basified with aqueous 2N sodium carbonate solution and extracted with dichloromethane (2×25 ml). The combined organic extracts were dried and evaporated to give a foam (206 mg) which... Reactants: FC(COC1=C(C=C(C=C1)S(=O)(=O)C)C=1C=2N(C=CC1)N=C(N2)NC2=CC1=C(CCNCC1)C=C2)F ({8-[2-(2,2-difluoro-ethoxy)-5-methanesulfonyl-phenyl]-[1,2,4]triazolo[1,5-a]pyridin-2-yl}-(2,3,4,5-tetrahydro-1H-3-benzazepin-7yl)-amine), ClCC(=O)N(C)C (2-chloro-N,N-dimethyl-acetamide). Yields the product FC(COC1=C(C=C(C=C1)S(=O)(=O)C)C=1C=2N(C=CC1)N=C(N2)NC2=CC1=C(CCN(CC1)CC(=O)N(C)C)C=C2)F (2-(7-{8-[2-(2,2-Difluoro-ethoxy)-5-methanesulfonyl-phenyl]-[1,2,4]triazolo[1,5-a]pyridin-2-ylamino}-1,2,4,5-tetrahydro-3-benzazepin-3-yl)-N,N-dimethyl-acetamide), product. The yield is 40.0%. Reaction SMILES: [F:1][CH:2]([F:36])[CH2:3][O:4][C:5]1[CH:10]=[CH:9][C:8]([S:11]([CH3:14])(=[O:13])=[O:12])=[CH:7][C:6]=1[C:15]1[C:16]2[N:17]([N:21]=[C:22]([NH:24][C:25]3[CH:35]=[CH:34][C:28]4[CH2:29][CH2:30][NH:31][CH2:32][CH2:33][C:27]=4[CH:26]=3)[N:23]=2)[CH:18]=[CH:19][CH:20]=1.Cl[CH2:38][C:39]([N:41]([CH3:43])[CH3:42])=[O:40]>>[F:36][CH:2]([F:1])[CH2:3][O:4][C:5]1[CH:10]=[CH:9][C:8]([S:11]([CH3:14])(=[O:13])=[O:12])=[CH:7][C:6]=1[C:15]1[C:16]2[N:17]([N:21]=[C:22]([NH:24][C:25]3[CH:35]=[CH:34][C:28]4[CH2:29][CH2:30][N:31]([CH2:38][C:39]([N:41]([CH3:43])[CH3:42])=[O:40])[CH2:32][CH2:33][C:27]=4[CH:26]=3)[N:23]=2)[CH:18]=[CH:19][CH:20]=1. Procedure: 2-(7-{8-[2-(2,2-Difluoro-ethoxy)-5-methanesulfonyl-phenyl]-[1,2,4]triazolo[1,5-a]pyridin-2-ylamino}-1,2,4,5-tetrahydro-3-benzazepin-3-yl)-N,N-dimethyl-acetamide was prepared from {8-[2-(2,2-difluoro-ethoxy)-5-methanesulfonyl-phenyl]-[1,2,4]triazolo[1,5-a]pyridin-2-yl}-(2,3,4,5-tetrahydro-1H-3-benzazepin-7yl)-amine (0.127 g, 0.247 mmol) and 2-chloro-N,N-dimethyl-acetamide (0.038 mL, 0.371 mmol) in a manner analogous to Example 313 to give product (0.060 g, 40%). MP=128-130° C. 1H NMR (400 MHz, (D...